From a dataset of the Open Reaction Database (ORD), a public repository of structured organic reaction records. describe an organic reaction: reactants, conditions, products, and yield Reactants: C#CCCCCC12SCC(CCC)(CS1)CS2, CC(=O)[O-], CC#N, [Na+], O=C(OO)c1cccc(Cl)c1. Product: C#CCCCCC12SCC(CCC)(CS1)CS2=O. RXN SMILES: [CH2:1]([CH2:2][CH2:3][CH2:4][C:5]#[CH:6])[C:7]12[S:8][CH2:9][C:10]([CH2:15][CH2:16][CH3:17])([CH2:11][S:12]1)[CH2:13][S:14]2.[CH3:30][C:31](=[O:32])[O-:33].[CH3:34][C:35]#[N:36].[Na+:29].[OH:18][O:19][C:20]([c:21]1[cH:22][c:23]([Cl:24])[cH:25][cH:26][cH:27]1)=[O:28]>>[CH2:1]([CH2:2][CH2:3][CH2:4][C:5]#[CH:6])[C:7]12[S:8][CH2:9][C:10]([CH2:15][CH2:16][CH3:17])([CH2:11][S:12]1)[CH2:13][S:14]2=[O:18]. Reactants: CCCCC(C)CC(CC(=O)OC(C)(C)C)C(=O)N1C(=O)OC(c2ccccc2)C1C, C1CCOC1, O, OO. Yields the product CCCCC(C)CC(CC(=O)OC(C)(C)C)C(=O)O. Reaction SMILES: [C:1]([CH3:2])([CH3:3])([CH3:4])[O:5][C:6]([CH2:7][CH:8]([CH2:9][CH:10]([CH2:11][CH2:12][CH2:13][CH3:14])[CH3:15])[C:16](=[O:17])[N:18]1[CH:19]([CH3:20])[CH:21]([c:22]2[cH:23][cH:24][cH:25][cH:26][cH:27]2)[O:28][C:29]1=[O:30])=[O:31].[CH2:34]1[O:35][CH2:36][CH2:37][CH2:38]1.[OH2:39].[OH:32][OH:33]>>[C:1]([CH3:2])([CH3:3])([CH3:4])[O:5][C:6]([CH2:7][CH:8]([CH2:9][CH:10]([CH2:11][CH2:12][CH2:13][CH3:14])[CH3:15])[C:16]([OH:17])=[O:32])=[O:31]. Starting materials: FC1=NC(S(=O)(N)=O)=CC=C1, OB(O)C1=CC=C(OC)C=C1. Reagents/catalysts: [F-].[Cs+], CC(=O)[O-].CC(=O)[O-].[Cu+2]. Run in ClCCCl, ClCCCl. Conditions: temperature 60 celsius, time 18 hour. The product is FC1=NC(S(=O)(NC2=CC=C(OC)C=C2)=O)=CC=C1, FC1=NC(S(=O)(N(C2=CC=C(OC)C=C2)C3=CC=C(C=C3)OC)=O)=CC=C1. The yield is 16.9%. Procedure details: Reactions were run in 8 x 30 mm glass vial inserts in 96 well-plate Para-dox Aluminum Reaction Blocks. The reaction components were dosed according to the design shown in Figure S2 and Figure S3. First, the catalysts (2 umol per vial) and solid bases (20 umol per vial) were added by dosing 50 uL each of a stock solution in 1,2-dichloroethane (40 mM for catalysts, 0.4 M for bases) via single-channel pipette. The 1,2-dichloroethane was then removed via centrifugal evaporation using a Genevac EZ-2 ...